Dataset: the Open Reaction Database (ORD), a public repository of structured organic reaction records. Task: describe an organic reaction: reactants, conditions, products, and yield Starting materials: FC(CO)(F)F (2,2,2-trifluoro-ethanol), N1=CC=CC=C1 (pyridine), C(Cl)Cl (CH2Cl2), O(S(=O)(=O)C(F)(F)F)S(=O)(=O)C(F)(F)F (Tf2O). Solvent: O (water). Reaction conditions: time 15 minute. Product: FC(COS(=O)(=O)C(F)(F)F)(F)F (trifluoro-methanesulfonic acid 2,2,2-trifluoro-ethyl ester). RXN SMILES: [F:1][C:2]([F:6])([F:5])[CH2:3][OH:4].N1C=CC=CC=1.C(Cl)Cl.[O:16](S(C(F)(F)F)(=O)=O)[S:17]([C:20]([F:23])([F:22])[F:21])(=O)=[O:18]>O>[F:1][C:2]([F:6])([F:5])[CH2:3][O:4][S:17]([C:20]([F:23])([F:22])[F:21])(=[O:18])=[O:16]. Procedure details: Combine 2,2,2-trifluoro-ethanol (6.2 mL), pyridine (6.8 mL) and CH2Cl2 (20 mL) cooled in an ice bath. Add Tf2O (25 g) over about 45 minutes. After 15 minutes, add water, separate the layers and extract with water. The organic layer was dried over Na2SO4 and concentrated through a short path distillation apparatus (8 g, 54%). Starting materials: N1(N=CC=C1)C1=NC=CC(=C1)CO ((2-(1H-pyrazol-1-yl)pyridin-4-yl)methanol). Reagents/catalysts: O=[Mn]=O (MnO2). Solvent: ClCCCl (DCE). Product: N1(N=CC=C1)C=1C=C(C=O)C=CN1 (2-(1H-pyrazol-1-yl)isonicotinaldehyde). RXN SMILES: [N:1]1([C:6]2[CH:11]=[C:10]([CH2:12][OH:13])[CH:9]=[CH:8][N:7]=2)[CH:5]=[CH:4][CH:3]=[N:2]1>ClCCCl.O=[Mn]=O>[N:1]1([C:6]2[CH:11]=[C:10]([CH:9]=[CH:8][N:7]=2)[CH:12]=[O:13])[CH:5]=[CH:4][CH:3]=[N:2]1. Procedure details: A solution of (2-(1H-pyrazol-1-yl)pyridin-4-yl)methanol (217 mg; 1.23 mmol) in anh. DCE (4 ml) was treated with MnO2 (861 mg; 9.91 mmol), and the resulting mixture was stirred at reflux, under nitrogen, for 1.5 h. After cooling to rt, the resulting reaction mixture was filtered over celite, and the separated solids were washed with DCM. The filtrate was concentrated to dryness under reduced pressure giving 2-(1H-pyrazol-1-yl)isonicotinaldehyde as a colorless solid. LC-MS (conditions C): tR=0.70 ... The reactants are FC1=C(C=CC2=C1C(OC(N2)=O)=O)F (5,6-difluoro-2,4-dihydro-1H-3,1-benzoxazine-2,4-dione), C1CN[C@@H]1C(=O)O (L-azetidine-2-carboxylic acid). Solvent: CN(C=O)C (dimethylformamide), C(C)(=O)O (acetic acid). Product: FC1=C(C=CC2=C1C(N1[C@H](C(N2)=O)CC1)=O)F ((S)-5,6-difluoro-1,2,4,9,10,10a-hexahydro-azeto[2,1-c][1,4]benzodiazepine-4,10-dione). Isolated yield 68.3%. RXN SMILES: [F:1][C:2]1[C:7]2[C:8](=[O:13])O[C:10](=[O:12])[NH:11][C:6]=2[CH:5]=[CH:4][C:3]=1[F:14].[CH2:15]1[C@@H:18](C(O)=O)[NH:17][CH2:16]1>CN(C)C=O.C(O)(=O)C>[F:1][C:2]1[C:7]2[C:8](=[O:13])[N:17]3[CH2:18][CH2:15][C@H:16]3[C:10](=[O:12])[NH:11][C:6]=2[CH:5]=[CH:4][C:3]=1[F:14]. Reported procedure: A solution of 19.6 g (98.4 mmol) of 5,6-difluoro-2,4-dihydro-1H-3,1-benzoxazine-2,4-dione and 9.95 g (98.4 mmol) of L-azetidine-2-carboxylic acid in 125 ml of dimethylformamide and 25 ml of acetic acid was stirred at 120° for 16 hours. The brown solution was evaporated and the brown residue obtained was crystallized from ethanol. There were obtained 16 g (68%) of (S)-5,6-difluoro-1,2,4,9,10,10a-hexahydro-azeto[2,1-c][1,4]benzodiazepine-4,10-dione as colourless needles of m.p. >250°. Yields the product CC(C)N1CCN(C(=O)c2ccc3c(c2)cc(C(=O)N2CCN(S(=O)(=O)N4CCCCC4)CC2)n3CC(F)(F)F)CC1. RXN SMILES: [CH3:38][S:39]([O:40][CH2:43][C:44]([F:45])([F:46])[F:47])(=[O:41])=[O:42].[CH:1]([CH3:2])([CH3:3])[N:4]1[CH2:5][CH2:6][N:7]([C:10](=[O:11])[c:12]2[cH:13][c:14]3[cH:15][c:16]([C:21](=[O:22])[N:23]4[CH2:24][CH2:25][N:26]([S:29](=[O:30])(=[O:31])[N:32]5[CH2:33][CH2:34][CH2:35][CH2:36][CH2:37]5)[CH2:27][CH2:28]4)[nH:17][c:18]3[cH:19][cH:20]2)[CH2:8][CH2:9]1>>[CH:1]([CH3:2])([CH3:3])[N:4]1[CH2:5][CH2:6][N:7]([C:10](=[O:11])[c:12]2[cH:13][c:14]3[cH:15][c:16]([C:21](=[O:22])[N:23]4[CH2:24][CH2:25][N:26]([S:29](=[O:30])(=[O:31])[N:32]5[CH2:33][CH2:34][CH2:35][CH2:36][CH2:37]5)[CH2:27][CH2:28]4)[n:17]([CH2:43][C:44]([F:45])([F:46])[F:47])[c:18]3[cH:19][cH:20]2)[CH2:8][CH2:9]1. Starting materials: CS(=O)(=O)OCC(F)(F)F, CC(C)N1CCN(C(=O)c2ccc3[nH]c(C(=O)N4CCN(S(=O)(=O)N5CCCCC5)CC4)cc3c2)CC1. The reactants are O=C([O-])[O-], [K+], [K+], NN, O, O, OCCOCCO, CC(C=O)C1(CSc2ccccc2)CC1. Product: CC(C)C1(CSc2ccccc2)CC1. RXN SMILES: [C:19](=[O:20])([O-:21])[O-:22].[K+:23].[K+:24].[NH2:17][NH2:18].[OH2:16].[OH2:25].[OH:26][CH2:27][CH2:28][O:29][CH2:30][CH2:31][OH:32].[c:1]1([S:7][CH2:8][C:9]2([CH:12]([CH:13]=[O:14])[CH3:15])[CH2:10][CH2:11]2)[cH:2][cH:3][cH:4][cH:5][cH:6]1>>[c:1]1([S:7][CH2:8][C:9]2([CH:12]([CH3:13])[CH3:15])[CH2:10][CH2:11]2)[cH:2][cH:3][cH:4][cH:5][cH:6]1.